This data is from the Open Reaction Database (ORD), a public repository of structured organic reaction records. The task is: describe an organic reaction: reactants, conditions, products, and yield Starting materials: BrCC=1C(=CC=CC1)CBr (α,α'-dibromoxylene), FC1=CC2=C(C(=NO2)C2CCN(CC2)CC(=O)N)C=C1 (2-[4(6-fluoro-1,2-benzisoxazol-3-yl)-1-piperidinyl]acetamide), O (H2O). Solvent: [H-].[Na+] (sodium hydride), CN(C)C=O (DMF), CN(C)C=O (DMF). Run at temperature 70 celsius, time 16 hour. The product is FC1=CC2=C(C(=NO2)C2CCN(CC2)CC(=O)N2CC3=CC=CC=C3C2)C=C1 (2-[4-(6-Fluoro-1,2-benzisoxazol-3-yl)-1-piperidinyl]-1-(2,3 -dihydro-1H-isoindol-2-yl)-ethanone). RXN SMILES: [F:1][C:2]1[CH:20]=[CH:19][C:5]2[C:6]([CH:9]3[CH2:14][CH2:13][N:12]([CH2:15][C:16]([NH2:18])=[O:17])[CH2:11][CH2:10]3)=[N:7][O:8][C:4]=2[CH:3]=1.Br[CH2:22][C:23]1[C:24]([CH2:29]Br)=[CH:25][CH:26]=[CH:27][CH:28]=1.O>CN(C=O)C.[H-].[Na+]>[F:1][C:2]1[CH:20]=[CH:19][C:5]2[C:6]([CH:9]3[CH2:14][CH2:13][N:12]([CH2:15][C:16]([N:18]4[CH2:29][C:24]5[C:23](=[CH:28][CH:27]=[CH:26][CH:25]=5)[CH2:22]4)=[O:17])[CH2:11][CH2:10]3)=[N:7][O:8][C:4]=2[CH:3]=1 |f:4.5|. Procedure details: To a mixture of 2-[4(6-fluoro-1,2-benzisoxazol-3-yl)-1-piperidinyl]acetamide 21 (2.56 g, 9.2 mmol) in DMF (40 ml) was chipped in sodium hydride (770 mg, 60% in oil, 20.1 ml mol) at room temperature under N2. The mixture was heated to 65 C for 3 hours. α,α'-dibromoxylene (2.43 g, 9.2 inmol) was added and the resulting mixture was heated at 70° C. for 4 hours, then left standing overnight for 16 hours. The DMF mixture was poured into H2O (400 ml) and the organics were extracted into ethyl acetate ... Reactants: COC(=O)c1sc(Br)nc1-c1ccc(OC)cc1, CO, [Li+], [OH-], O, O. Product: COc1ccc(-c2nc(Br)sc2C(=O)O)cc1. RXN SMILES: [Br:1][c:2]1[s:3][c:4]([C:15](=[O:16])[O:17][CH3:18])[c:5](-[c:7]2[cH:8][cH:9][c:10]([O:13][CH3:14])[cH:11][cH:12]2)[n:6]1.[CH3:22][OH:23].[Li+:21].[OH-:20].[OH2:19].[OH2:24]>>[Br:1][c:2]1[s:3][c:4]([C:15](=[O:16])[OH:17])[c:5](-[c:7]2[cH:8][cH:9][c:10]([O:13][CH3:14])[cH:11][cH:12]2)[n:6]1. Starting materials: C1COCCN1, COC(=O)c1ccccc1CBr, Cl, CN(C)C=O. Yields the product COC(=O)c1ccccc1CN1CCOCC1. RXN SMILES: [CH2:13]1[CH2:14][O:15][CH2:16][CH2:17][NH:18]1.[CH3:1][O:2][C:3]([c:4]1[c:5]([CH2:10][Br:11])[cH:6][cH:7][cH:8][cH:9]1)=[O:12].[ClH:19].[O:20]=[CH:21][N:22]([CH3:23])[CH3:24]>>[CH3:1][O:2][C:3]([c:4]1[c:5]([CH2:10][N:18]2[CH2:13][CH2:14][O:15][CH2:16][CH2:17]2)[cH:6][cH:7][cH:8][cH:9]1)=[O:12]. Starting materials: NC=1C=C(C2=C(C(CO2)(C)C)C1)C(C)(C)C (5-amino-7-t-butyl-3,3-dimethyl-2,3-dihydrobenzofuran), C(C)(=O)O (acetic acid), [BH4-].[Na+] (sodium borohydride), NC=1C=C(C2=C(C(CO2)(C)C)C1)C(C)(C)C (5-amino-7-t-butyl-3,3-dimethyl-2,3-dihydrobenzofuran), C(C)(=O)[O-].[Na+] (sodium acetate). The solvent is CC(=O)C (acetone), O (water), C(C)O (ethanol). The product is C(C)(C)(C)C1=CC(=CC=2C(COC21)(C)C)NC(C)C (7-t-Butyl-3,3-dimethyl-5-(isopropyl)amino-2,3-dihydro-benzofuran). The yield is 94.9%. As a reaction SMILES: [NH2:1][C:2]1[CH:3]=[C:4]([C:13]([CH3:16])([CH3:15])[CH3:14])[C:5]2[O:9][CH2:8][C:7]([CH3:11])([CH3:10])[C:6]=2[CH:12]=1.[C:17]([O-])(=O)[CH3:18].[Na+].[BH4-].[Na+].[C:24](O)(=O)C>C(O)C.O.CC(C)=O>[C:13]([C:4]1[C:5]2[O:9][CH2:8][C:7]([CH3:10])([CH3:11])[C:6]=2[CH:12]=[C:2]([NH:1][CH:17]([CH3:18])[CH3:24])[CH:3]=1)([CH3:16])([CH3:15])[CH3:14] |f:1.2,3.4|. Procedure: Following general procedure J and using 5-amino-7-t-butyl-3,3-dimethyl-2,3-dihydro-benzofuran (Compound 14, 0.55 g, 2.5 mmol), sodium acetate (0.85 g, 6.25 mmol) and sodium borohydride (0.76 g, 20 mmol) in 6.5 mL of ethanol, 6.5 mL of water, 5 mL of acetone (excess) and acetic acid (3.15 g, 52.5 mmol), the title compound (0.62 g, 95%) was obtained as an oil which was purified by flash column chromatography using 5% ethyl acetate in hexanes as the eluent. 1H NMR (300 MHz, CDCl3): δ 6.40 (d, 1H, J...